From a dataset of the Open Reaction Database (ORD), a public repository of structured organic reaction records. describe an organic reaction: reactants, conditions, products, and yield Starting materials: C(C)(C)(C)OC(NCC=1N(C(C2=CC=C(C=C2C1C1=CC=C(C=C1)C)OCC1=CC=CC=C1)=O)CC(C)C)=O (tert-butyl[6-benzyloxy-2-isobutyl-4-(4-methylphenyl)-1-oxo-1,2-dihydro-3-isoquinolinyl]methylcarbamate). The reagents and catalysts are [C].[Pd] (palladium carbon). Solvent: C(C)O (ethanol), O1CCCC1 (tetrahydrofuran). Run at time 2 hour. Yields the product C(C)(C)(C)OC(NCC=1N(C(C2=CC=C(C=C2C1C1=CC=C(C=C1)C)O)=O)CC(C)C)=O (tert-butyl[6-hydroxy-2-isobutyl-4-(4-methylphenyl)-1-oxo-1,2-dihydro-3-isoquinolinyl]methylcarbamate). The yield is 93.9%. As a reaction SMILES: [C:1]([O:5][C:6](=[O:39])[NH:7][CH2:8][C:9]1[N:10]([CH2:35][CH:36]([CH3:38])[CH3:37])[C:11](=[O:34])[C:12]2[C:17]([C:18]=1[C:19]1[CH:24]=[CH:23][C:22]([CH3:25])=[CH:21][CH:20]=1)=[CH:16][C:15]([O:26]CC1C=CC=CC=1)=[CH:14][CH:13]=2)([CH3:4])([CH3:3])[CH3:2]>C(O)C.O1CCCC1.[C].[Pd]>[C:1]([O:5][C:6](=[O:39])[NH:7][CH2:8][C:9]1[N:10]([CH2:35][CH:36]([CH3:37])[CH3:38])[C:11](=[O:34])[C:12]2[C:17]([C:18]=1[C:19]1[CH:20]=[CH:21][C:22]([CH3:25])=[CH:23][CH:24]=1)=[CH:16][C:15]([OH:26])=[CH:14][CH:13]=2)([CH3:4])([CH3:3])[CH3:2] |f:3.4|. Procedure details: A suspension of tert-butyl[6-benzyloxy-2-isobutyl-4-(4-methylphenyl)-1-oxo-1,2-dihydro-3-isoquinolinyl]methylcarbamate (4.21 g, 8 mmol) and 5% palladium carbon (2.0 g) in ethanol (20 ml) and tetrahydrofuran (20 ml) was stirred under a hydrogen atmosphere at room temperature for 2 h. The catalyst was filtered off and the filtrate was concentrated under reduced pressure. The residue was purified by silica gel column chromatography to give tert-butyl[6-hydroxy-2-isobutyl-4-(4-methylphenyl)-1-oxo-1,... Reactants: CC(C)C(=O)Nc1cccc(C2CCN(CCCCCC(O)c3ccc(Cl)cc3)CC2)c1, Cl, Oc1ccc(F)cc1. The product is CC(C)C(=O)Nc1cccc(C2CCN(CCCCCC(Oc3ccc(F)cc3)c3ccc(Cl)cc3)CC2)c1. Reaction SMILES: [Cl:9][c:10]1[cH:11][cH:12][c:13]([CH:16]([CH2:17][CH2:18][CH2:19][CH2:20][CH2:21][N:22]2[CH2:23][CH2:24][CH:25]([c:28]3[cH:29][c:30]([NH:34][C:35]([CH:36]([CH3:37])[CH3:38])=[O:39])[cH:31][cH:32][cH:33]3)[CH2:26][CH2:27]2)[OH:40])[cH:14][cH:15]1.[ClH:41].[F:1][c:2]1[cH:3][cH:4][c:5]([OH:8])[cH:6][cH:7]1>>[F:1][c:2]1[cH:3][cH:4][c:5]([O:8][CH:16]([c:13]2[cH:12][cH:11][c:10]([Cl:9])[cH:15][cH:14]2)[CH2:17][CH2:18][CH2:19][CH2:20][CH2:21][N:22]2[CH2:23][CH2:24][CH:25]([c:28]3[cH:29][c:30]([NH:34][C:35]([CH:36]([CH3:37])[CH3:38])=[O:39])[cH:31][cH:32][cH:33]3)[CH2:26][CH2:27]2)[cH:6][cH:7]1. Starting materials: C(C)(C)(C)OC(=O)N1CCC(CC1)O (1-t-butoxycarbonyl-4-hydroxypiperidine), ClC1=C(C(=CC(=C1)[N+](=O)[O-])Cl)O (2,6-dichloro-4-nitrophenol), C1(=CC=CC=C1)P(C1=CC=CC=C1)C1=CC=CC=C1 (triphenylphosphine), N(=NC(=O)OCC)C(=O)OCC (diethyl azodicarboxylate). Solvent: ClCCl (dichloromethane). Conditions: time 2 hour. The product is C(C)(C)(C)OC(=O)N1CCC(CC1)OC1=C(C=C(C=C1Cl)[N+](=O)[O-])Cl (4-(1-t-Butoxycarbonylpiperidin-4-yloxy)-3,5-dichloronitrobenzene). Isolated yield 72.2%. Reaction SMILES: [C:1]([O:5][C:6]([N:8]1[CH2:13][CH2:12][CH:11]([OH:14])[CH2:10][CH2:9]1)=[O:7])([CH3:4])([CH3:3])[CH3:2].[Cl:15][C:16]1[CH:21]=[C:20]([N+:22]([O-:24])=[O:23])[CH:19]=[C:18]([Cl:25])[C:17]=1O.C1(P(C2C=CC=CC=2)C2C=CC=CC=2)C=CC=CC=1.N(C(OCC)=O)=NC(OCC)=O>ClCCl>[C:1]([O:5][C:6]([N:8]1[CH2:13][CH2:12][CH:11]([O:14][C:17]2[C:18]([Cl:25])=[CH:19][C:20]([N+:22]([O-:24])=[O:23])=[CH:21][C:16]=2[Cl:15])[CH2:10][CH2:9]1)=[O:7])([CH3:4])([CH3:2])[CH3:3]. Procedure details: To a solution of 1-t-butoxycarbonyl-4-hydroxypiperidine (677 mg), 2,6-dichloro-4-nitrophenol (700 mg) and triphenylphosphine (1150 mg) in dichloromethane (40 ml) was added dropwise diethyl azodicarboxylate (0.67 ml) in an ice bath and the mixture was stirred at room temperature for 2 hours. The reaction mixture was concentrated in vacuo. The residue was purified by chromatography on a silica gel column using hexane/ethyl acetate=6/1 as an eluant to give the desired compound (950 mg, yield 72%) a... Reactants: Fc1cccc(C=C(Br)Br)c1, [Li]CCCC, C1CCOC1, COC(=O)Cl. The product is COC(=O)C#Cc1cccc(F)c1. Reaction SMILES: [Br:1][C:2](=[CH:3][c:4]1[cH:5][c:6]([F:10])[cH:7][cH:8][cH:9]1)[Br:11].[CH2:12]([Li:13])[CH2:14][CH2:15][CH3:16].[CH2:22]1[O:23][CH2:24][CH2:25][CH2:26]1.[Cl:17][C:18](=[O:19])[O:20][CH3:21]>>[C:2](#[C:3][c:4]1[cH:5][c:6]([F:10])[cH:7][cH:8][cH:9]1)[C:18](=[O:19])[O:20][CH3:21]. The reactants are N(=O)[O-].[Na+] (NaNO2), [I-].[K+] (potassium iodide), NC1=C(C=CC=C1)S(=O)(=O)N (2-aminobenzene sulfonamide), ice. Solvent: O (H2O), O (water), O (H2O), OS(=O)(=O)O (H2SO4). Conditions: temperature 0 celsius, time 3 hour. The product is IC1=C(C=CC=C1)S(=O)(=O)N (2-iodobenzene sulfonamide). Yield: 69.5%. Reaction SMILES: N[C:2]1[CH:7]=[CH:6][CH:5]=[CH:4][C:3]=1[S:8]([NH2:11])(=[O:10])=[O:9].N([O-])=O.[Na+].[I-:16].[K+]>OS(O)(=O)=O.O>[I:16][C:2]1[CH:7]=[CH:6][CH:5]=[CH:4][C:3]=1[S:8]([NH2:11])(=[O:10])=[O:9] |f:1.2,3.4|. Procedure: 2-aminobenzene sulfonamide (3.5 g) in conc. H2SO4, 98% (25 ml) are heated at 60° to give a clear solution. 20 g of ice is then added and the solution is cooled to 0° C. NaNO2 (1.45 g) in water (4 ml) is added dropwise very carefully without exceeding 5°-6° C. The reaction mixture is stirred at 5°-6° C. for 3 hours. A solution of potassium iodide (3.75 g) in H2O (25 ml) is then introduced dropwise and the obtained red mixture is stirred for 18 hours. H2O (50 ml) is added and the obtained precipit...